Dataset: the Open Reaction Database (ORD), a public repository of structured organic reaction records. Task: describe an organic reaction: reactants, conditions, products, and yield The reactants are O=C([O-])[O-], CC(COC(c1ccccc1)(c1ccccc1)c1ccccc1)Oc1cc(Cl)nc(SCc2cccc(F)c2F)n1, ClCCl, [Cs+], [Cs+], O=C(C=Cc1ccccc1)C=Cc1ccccc1, C1COCCO1, O=C(C=Cc1ccccc1)C=Cc1ccccc1, O=C(C=Cc1ccccc1)C=Cc1ccccc1, [Pd], [Pd], NS(=O)(=O)c1ccncc1. Product: CC(COC(c1ccccc1)(c1ccccc1)c1ccccc1)Oc1cc(NS(=O)(=O)c2ccncc2)nc(SCc2cccc(F)c2F)n1. Reaction SMILES: [C:11](=[O:12])([O-:13])[O-:14].[Cl:17][c:18]1[n:19][c:20]([S:48][CH2:49][c:50]2[c:51]([F:57])[c:52]([F:56])[cH:53][cH:54][cH:55]2)[n:21][c:22]([O:24][CH:25]([CH2:26][O:27][C:28]([c:29]2[cH:30][cH:31][cH:32][cH:33][cH:34]2)([c:35]2[cH:36][cH:37][cH:38][cH:39][cH:40]2)[c:41]2[cH:42][cH:43][cH:44][cH:45][cH:46]2)[CH3:47])[cH:23]1.[Cl:64][CH2:65][Cl:66].[Cs+:15].[Cs+:16].[O:105]=[C:106]([CH:107]=[CH:108][c:109]1[cH:110][cH:111][cH:112][cH:113][cH:114]1)[CH:115]=[CH:116][c:117]1[cH:118][cH:119][cH:120][cH:121][cH:122]1.[O:58]1[CH2:59][CH2:60][O:61][CH2:62][CH2:63]1.[O:69]=[C:70]([CH:71]=[CH:72][c:73]1[cH:74][cH:75][cH:76][cH:77][cH:78]1)[CH:79]=[CH:80][c:81]1[cH:82][cH:83][cH:84][cH:85][cH:86]1.[O:87]=[C:88]([CH:89]=[CH:90][c:91]1[cH:92][cH:93][cH:94][cH:95][cH:96]1)[CH:97]=[CH:98][c:99]1[cH:100][cH:101][cH:102][cH:103][cH:104]1.[Pd:67].[Pd:68].[n:1]1[cH:2][cH:3][c:4]([S:7](=[O:8])(=[O:9])[NH2:10])[cH:5][cH:6]1>>[n:1]1[cH:2][cH:3][c:4]([S:7](=[O:8])(=[O:9])[NH:10][c:18]2[n:19][c:20]([S:48][CH2:49][c:50]3[c:51]([F:57])[c:52]([F:56])[cH:53][cH:54][cH:55]3)[n:21][c:22]([O:24][CH:25]([CH2:26][O:27][C:28]([c:29]3[cH:30][cH:31][cH:32][cH:33][cH:34]3)([c:35]3[cH:36][cH:37][cH:38][cH:39][cH:40]3)[c:41]3[cH:42][cH:43][cH:44][cH:45][cH:46]3)[CH3:47])[cH:23]2)[cH:5][cH:6]1.